From a dataset of the Open Reaction Database (ORD), a public repository of structured organic reaction records. describe an organic reaction: reactants, conditions, products, and yield Reactants: C(C)(=O)OC1=CC=2CC[C@H]3[C@@H]4CC(C([C@@]4(C)CC([C@@H]3C2C=C1)CCCCCCl)=O)Br (3-acetoxy-16-bromo-11-(5-chloropentyl)-estra-1,3,5(10)-trien-17-one), O (water), Cl (hydrochloric acid), [OH-].[Na+] (sodium hydroxide). Solvent: N1=CC=CC=C1 (pyridine). The product is ClCCCCCC1[C@@H]2C=3C=CC(=CC3CC[C@H]2[C@@H]2CC(C([C@@]2(C)C1)=O)O)O (11-(5-chloropentyl)-3,16-dihydroxy-estra-1,3,5(10)-trien-17-one). Reaction SMILES: C([O:4][C:5]1[CH:22]=[CH:21][C:20]2[C@@H:19]3[C@H:10]([C@H:11]4[C@@:15]([CH2:17][CH:18]3[CH2:23][CH2:24][CH2:25][CH2:26][CH2:27][Cl:28])([CH3:16])[C:14](=[O:29])[CH:13](Br)[CH2:12]4)[CH2:9][CH2:8][C:7]=2[CH:6]=1)(=O)C.[OH2:31].[OH-].[Na+].Cl>N1C=CC=CC=1>[Cl:28][CH2:27][CH2:26][CH2:25][CH2:24][CH2:23][CH:18]1[CH2:17][C@@:15]2([CH3:16])[C@@H:11]([CH2:12][CH:13]([OH:31])[C:14]2=[O:29])[C@H:10]2[C@H:19]1[C:20]1[CH:21]=[CH:22][C:5]([OH:4])=[CH:6][C:7]=1[CH2:8][CH2:9]2 |f:2.3|. Procedure details: A solution of 15.3 g of crude 3-acetoxy-16-bromo-11-(5-chloropentyl)-estra-1,3,5(10)-trien-17-one in 237 ml of pyridine is mixed with 79 ml of water and then with 50 ml of sodium hydroxide solution (1N) and stirred for 24 hours at room temperature. Then, 25 ml of hydrochloric acid (2N) is added, it is evaporated to the dry state in a vacuum, diluted with 11 of ethyl acetate, washed with hydrochloric acid (2N), washed neutral with water, washed with common salt solution, dried on sodium sulfate a... Starting materials: CN(C)CC=1C=C(OCCCN)C=CC1 (3-[3-[(dimethylamino)methyl]phenoxy]-propylamine), C1(CCCCCCC1)NC(=C[N+](=O)[O-])SC (1-cyclooctylamino-1-methylthio-2-nitroethene). Solvent: C(C)#N (acetonitrile). Yields the product CN(C)CC=1C=C(OCCCNC(=C[N+](=O)[O-])N)C=CC1 (N-[3-[3-[(dimethylamino)methyl]phenoxy]propyl]-2-nitro-1,1-ethenediamine). Isolated yield 35.4%. As a reaction SMILES: [CH3:1][N:2]([CH2:4][C:5]1[CH:6]=[C:7]([CH:13]=[CH:14][CH:15]=1)[O:8][CH2:9][CH2:10][CH2:11][NH2:12])[CH3:3].C1([NH:24][C:25](SC)=[CH:26][N+:27]([O-:29])=[O:28])CCCCCCC1>C(#N)C>[CH3:1][N:2]([CH2:4][C:5]1[CH:6]=[C:7]([CH:13]=[CH:14][CH:15]=1)[O:8][CH2:9][CH2:10][CH2:11][NH:12][C:25]([NH2:24])=[CH:26][N+:27]([O-:29])=[O:28])[CH3:3]. Procedure details: A solution of 3-[3-[(dimethylamino)methyl]phenoxy]-propylamine (0.28 g) and 1-cyclooctylamino-1-methylthio-2-nitroethene (0.36 g) in acetonitrile (5 ml) was heated at 80° for 10 days. The solvent was then evaporated in vacuo and the residue partitioned between water (15 ml) and chloroform (15 ml). The aqueous phase was then extracted with chloroform (2×25 ml) and the combined organic extracts were washed with brine (50 ml), dried (Na2SO4) and evaporated in vacuo. The residue was purified by colu... The reactants are CS(=O)(=O)CCN1CCNCC1, COc1cc(F)c(Cl)cc1[N+](=O)[O-], CS(C)=O, Cl, [K+], [K+], O=C([O-])[O-], O. The product is COc1cc(N2CCN(CCS(C)(=O)=O)CC2)c(Cl)cc1[N+](=O)[O-]. RXN SMILES: [CH3:15][S:16](=[O:17])(=[O:18])[CH2:19][CH2:20][N:21]1[CH2:22][CH2:23][NH:24][CH2:25][CH2:26]1.[CH3:1][O:2][c:3]1[c:4]([N+:11](=[O:12])[O-:13])[cH:5][c:6]([Cl:10])[c:7]([F:9])[cH:8]1.[CH3:33][S:34]([CH3:35])=[O:36].[ClH:14].[K+:27].[K+:28].[O-:29][C:30]([O-:31])=[O:32].[OH2:37]>>[CH3:1][O:2][c:3]1[c:4]([N+:11](=[O:12])[O-:13])[cH:5][c:6]([Cl:10])[c:7]([N:24]2[CH2:23][CH2:22][N:21]([CH2:20][CH2:19][S:16]([CH3:15])(=[O:17])=[O:18])[CH2:26][CH2:25]2)[cH:8]1. Reactants: ClC1=NC=CC(=N1)NC1=C(C=CC=C1)S(=O)(=O)C(C)C (2-Chloro-N-[2-(propan-2-ylsulfonyl)phenyl]-pyrimidin-4-amine), CP(=O)(C)C1=CC=C(C(=N1)OC)N (6-(Dimethylphosphoryl)-2-methoxypyridin-3-ylamine). The product is CP(=O)(C)C1=CC=C(C(=N1)OC)NC1=NC=CC(=N1)NC1=C(C=CC=C1)S(=O)(=O)C(C)C (N2-[6-(dimethylphosphoryl)-2-methoxypyridin-3-yl]-N4-[2-(propan-2-ylsulfonyl)phenyl]pyrimidine-2,4-diamine). As a reaction SMILES: Cl[C:2]1[N:7]=[C:6]([NH:8][C:9]2[CH:14]=[CH:13][CH:12]=[CH:11][C:10]=2[S:15]([CH:18]([CH3:20])[CH3:19])(=[O:17])=[O:16])[CH:5]=[CH:4][N:3]=1.[CH3:21][P:22]([C:25]1[N:30]=[C:29]([O:31][CH3:32])[C:28]([NH2:33])=[CH:27][CH:26]=1)([CH3:24])=[O:23]>>[CH3:24][P:22]([C:25]1[N:30]=[C:29]([O:31][CH3:32])[C:28]([NH:33][C:2]2[N:7]=[C:6]([NH:8][C:9]3[CH:14]=[CH:13][CH:12]=[CH:11][C:10]=3[S:15]([CH:18]([CH3:20])[CH3:19])(=[O:17])=[O:16])[CH:5]=[CH:4][N:3]=2)=[CH:27][CH:26]=1)([CH3:21])=[O:23]. Reported procedure: This compound can be prepared as in Example 32 by reacting 2-Chloro-N-[2-(propan-2-ylsulfonyl)phenyl]-pyrimidin-4-amine with 6-(dimethylphosphoryl)-2-methoxypyridin-3-ylamine (prepared in Example 32). Reactants: CC(C)Oc1ccc(-c2nnc(Br)s2)cc1C(F)(F)F, CN(C)C=O, COC=Cc1cc(F)cc(B2OC(C)(C)C(C)(C)O2)c1OC, [K+], [K+], [K+], O, O=P([O-])([O-])[O-], c1ccc(P(c2ccccc2)(c2ccccc2)[Pd](P(c2ccccc2)(c2ccccc2)c2ccccc2)(P(c2ccccc2)(c2ccccc2)c2ccccc2)P(c2ccccc2)(c2ccccc2)c2ccccc2)cc1. The product is COC=Cc1cc(F)cc(-c2nnc(-c3ccc(OC(C)C)c(C(F)(F)F)c3)s2)c1OC. Reaction SMILES: [Br:1][c:2]1[s:3][c:4](-[c:7]2[cH:8][c:9]([C:17]([F:18])([F:19])[F:20])[c:10]([O:13][CH:14]([CH3:15])[CH3:16])[cH:11][cH:12]2)[n:5][n:6]1.[CH3:51][N:52]([CH3:53])[CH:54]=[O:55].[F:21][c:22]1[cH:23][c:24]([CH:39]=[CH:40][O:41][CH3:42])[c:25]([O:37][CH3:38])[c:26]([B:28]2[O:29][C:30]([CH3:31])([CH3:32])[C:33]([CH3:34])([CH3:35])[O:36]2)[cH:27]1.[K+:48].[K+:49].[K+:50].[OH2:56].[P:43]([O-:44])([O-:45])([O-:46])=[O:47].[cH:57]1[cH:58][cH:59][c:60]([P:61]([Pd:62]([P:63]([c:64]2[cH:65][cH:66][cH:67][cH:68][cH:69]2)([c:70]2[cH:71][cH:72][cH:73][cH:74][cH:75]2)[c:76]2[cH:77][cH:78][cH:79][cH:80][cH:81]2)([P:82]([c:83]2[cH:84][cH:85][cH:86][cH:87][cH:88]2)([c:89]2[cH:90][cH:91][cH:92][cH:93][cH:94]2)[c:95]2[cH:96][cH:97][cH:98][cH:99][cH:100]2)[P:101]([c:102]2[cH:103][cH:104][cH:105][cH:106][cH:107]2)([c:108]2[cH:109][cH:110][cH:111][cH:112][cH:113]2)[c:114]2[cH:115][cH:116][cH:117][cH:118][cH:119]2)([c:120]2[cH:121][cH:122][cH:123][cH:124][cH:125]2)[c:126]2[cH:127][cH:128][cH:129][cH:130][cH:131]2)[cH:132][cH:133]1>>[c:2]1(-[c:26]2[c:25]([O:37][CH3:38])[c:24]([CH:39]=[CH:40][O:41][CH3:42])[cH:23][c:22]([F:21])[cH:27]2)[s:3][c:4](-[c:7]2[cH:8][c:9]([C:17]([F:18])([F:19])[F:20])[c:10]([O:13][CH:14]([CH3:15])[CH3:16])[cH:11][cH:12]2)[n:5][n:6]1. The reactants are CN(CCCNC1=C(C=C(C(=O)N(C)C)C=C1)[N+](=O)[O-])C (4-{[3-(dimethylamino)propyl]amino}-N,N-dimethyl-3-nitrobenzamide). The reagents and catalysts are [C].[Pd] (palladium-carbon). Run in C(C)O (ethanol). Run at time 13 hour. The product is NC=1C=C(C(=O)N(C)C)C=CC1NCCCN(C)C (3-Amino-4-{[3-(dimethylamino)propyl]amino}-N,N-dimethylbenzamide). Isolated yield 102.3%. As a reaction SMILES: [CH3:1][N:2]([CH3:21])[CH2:3][CH2:4][CH2:5][NH:6][C:7]1[CH:17]=[CH:16][C:10]([C:11]([N:13]([CH3:15])[CH3:14])=[O:12])=[CH:9][C:8]=1[N+:18]([O-])=O>C(O)C.[C].[Pd]>[NH2:18][C:8]1[CH:9]=[C:10]([CH:16]=[CH:17][C:7]=1[NH:6][CH2:5][CH2:4][CH2:3][N:2]([CH3:1])[CH3:21])[C:11]([N:13]([CH3:15])[CH3:14])=[O:12] |f:2.3|. Reported procedure: 10% of palladium-carbon (0.56 g) was added to a solution containing 4-{[3-(dimethylamino)propyl]amino}-N,N-dimethyl-3-nitrobenzamide (2.82 g) in ethanol (20 ml) and the mixture was stirred for 13 hours under a hydrogen gas atmosphere at room temperature. After the catalyst was removed out by filtration, the filtrate was concentrated, thereby yielding the entitled compound (2.59 g) as dark red solid. Reaction conditions: time 24 hour. Solvent: C(Cl)Cl (methylene chloride). Reported procedure: A mixture of 2.5 g of 4-cyano-1-methyl-4-(2-phenoxyphenyl)piperidine, free base of Example 1, and 1.7 g of phenyl chloroformate in 50 ml of methylene chloride is permitted to stand for 24 hours before being poured onto 100 g of ice. Thereafter, the mixture is extracted with 50 ml of methylene chloride and the organic solution is successively washed twice with 50 ml portions of water, washed once with 40 ml saturated sodium bicarbonate solution, washed once with 40 ml saturated sodium chloride so... RXN SMILES: [C:1]([C:3]1([C:10]2[CH:15]=[CH:14][CH:13]=[CH:12][C:11]=2[O:16][C:17]2[CH:22]=[CH:21][CH:20]=[CH:19][CH:18]=2)[CH2:8][CH2:7][N:6](C)[CH2:5][CH2:4]1)#[N:2].Cl[C:24]([O:26][C:27]1[CH:32]=[CH:31][CH:30]=[CH:29][CH:28]=1)=[O:25]>C(Cl)Cl>[C:1]([C:3]1([C:10]2[CH:15]=[CH:14][CH:13]=[CH:12][C:11]=2[O:16][C:17]2[CH:22]=[CH:21][CH:20]=[CH:19][CH:18]=2)[CH2:8][CH2:7][N:6]([C:24]([O:26][C:27]2[CH:32]=[CH:31][CH:30]=[CH:29][CH:28]=2)=[O:25])[CH2:5][CH2:4]1)#[N:2]. Product: C(#N)C1(CCN(CC1)C(=O)OC1=CC=CC=C1)C1=C(C=CC=C1)OC1=CC=CC=C1 (4-cyano-1-phenoxycarbonyl-4-(2-phenoxyphenyl)piperidine). Reactants: ice, C(#N)C1(CCN(CC1)C)C1=C(C=CC=C1)OC1=CC=CC=C1 (4-cyano-1-methyl-4-(2-phenoxyphenyl)piperidine), base, ClC(=O)OC1=CC=CC=C1 (phenyl chloroformate).